Dataset: the Open Reaction Database (ORD), a public repository of structured organic reaction records. Task: describe an organic reaction: reactants, conditions, products, and yield Starting materials: N12CN3CN(CP(C1)(C3)=O)C2 (1,3,5-triaza-7-phosphaadamantane-7-oxide), Cl (hydrochloric acid). Solvent: O (water). Yields the product Cl.Cl.Cl.NCP(CN)(CN)=O (tris(aminomethyl)phosphine oxide trihydrochloride). The yield is 59.8%. As a reaction SMILES: [N:1]12C[N:5]3[CH2:6][P:7](=[O:10])([CH2:9][N:3](C3)C1)[CH2:8]2.[ClH:12]>O>[ClH:12].[ClH:12].[ClH:12].[NH2:5][CH2:6][P:7](=[O:10])([CH2:9][NH2:3])[CH2:8][NH2:1] |f:3.4.5.6|. Procedure details: Following the procedure outline in Example 6, the 1,3,5-triaza-7-phosphaadamantane-7-oxide (7.92 g, 0.04 mol) was hydrolyzed with a solution of 22 g (0.22 mol) of 37.7% hydrochloric acid and 80 g of water, giving, after workup, 5.9 g (60% yield) of tris(aminomethyl)phosphine oxide trihydrochloride, dec. 239° C. without melting. Starting materials: C(=O)(OCC)C=P(C1=CC=CC=C1)(C1=CC=CC=C1)C1=CC=CC=C1 ((Carbethoxymethylene)triphenylphosphorane), C1(OCC2CCCCC12)O (octahydroisobenzofuran-1-ol). Procedure details: DIBAL-H (1M in toluene) (35.2 mmol, 35.2 mL) was added dropwise to a solution of hexahydroisobenzofuran-1(3H)-one (33.5 mol, 4.7 g) in anhydrous ether (100 mL) at −10° C. under argon. The resulting mixture was stirred at −10° C. for 30 min under argon and quenched with MeOH (30 mL). The mixture was stirred at rt for overnight and the resulting suspension was added saturated Rochelle's salt aqueous solution and stirred for additional 30 min at rt. The organic layer was separated and washed with s... The product is OCC1C(CCCC1)/C=C/C(=O)OCC ((E)-ethyl 3-(2-(hydroxymethyl)cyclohexyl)acrylate). Conditions: temperature 85 celsius, time 2 hour. The solvent is C(C)#N (acetonitrile). Reaction SMILES: [C:1]([CH:6]=P(C1C=CC=CC=1)(C1C=CC=CC=1)C1C=CC=CC=1)([O:3][CH2:4][CH3:5])=[O:2].[CH:26]1([OH:35])[CH:34]2[CH:29]([CH2:30][CH2:31][CH2:32][CH2:33]2)[CH2:28]O1>C(#N)C>[OH:35][CH2:26][CH:34]1[CH2:33][CH2:32][CH2:31][CH2:30][CH:29]1/[CH:28]=[CH:6]/[C:1]([O:3][CH2:4][CH3:5])=[O:2]. Starting materials: C1(=CC=CC=C1)S(=O)(=O)C(C(=O)NC)=CC1=CC(=C(C(=C1)C(C)(C)C)O)C(C)(C)C (2-(benzenesulfonyl)-3-[3,5-bis(1,1-dimethylethyl)-4-hydroxyphenyl]-N-methylacrylamide), COCCO (2-methoxyethanol), [N-]=[N+]=[N-].[Na+] (sodium azide), ice. Solvent: O (water). Reaction conditions: temperature 105 celsius, time 1 hour. Yields the product CC(C)(C)C=1C=C(C=C(C1O)C(C)(C)C)C=1NN=NC1C(=O)NC (4-[3,5-bis(1,1-dimethylethyl)-4-hydroxyphenyl]-N-methyl-3H-[1,2,3]triazole-5-carboxamide). Yield: 91.4%. RXN SMILES: C1(S([C:10](=[CH:15][C:16]2[CH:21]=[C:20]([C:22]([CH3:25])([CH3:24])[CH3:23])[C:19]([OH:26])=[C:18]([C:27]([CH3:30])([CH3:29])[CH3:28])[CH:17]=2)[C:11]([NH:13][CH3:14])=[O:12])(=O)=O)C=CC=CC=1.COCCO.[N-:36]=[N+:37]=[N-:38].[Na+]>O>[CH3:30][C:27]([C:18]1[CH:17]=[C:16]([C:15]2[NH:36][N:37]=[N:38][C:10]=2[C:11]([NH:13][CH3:14])=[O:12])[CH:21]=[C:20]([C:22]([CH3:23])([CH3:24])[CH3:25])[C:19]=1[OH:26])([CH3:28])[CH3:29] |f:2.3|. Procedure: A 250 mL 3-neck round-bottom flask immersed in an oil bath, equipped with a mechanical stirrer, thermometer, reflux condenser and nitrogen bubbler, was charged with 42.96 g (0.100 mol) of 2-(benzenesulfonyl)-3-[3,5-bis(1,1-dimethylethyl)-4-hydroxyphenyl]-N-methylacrylamide (II), 100 mL of 2-methoxyethanol and 6.83 g (0.105 mol) of sodium azide. The yellow mixture was heated at 105° C. for 30 h. The cooled orange solution was poured onto a mixture of 150 g of ice and 150 mL of deionized water. Th... Starting materials: ice water, CC=1NC2=NC=CC=C2C(C1C(=O)OCC)=O (Ethyl 2-methyl-4-oxo-1,4-dihydro-1,8-naphthyridine-3-carboxylate), O=P(Cl)(Cl)Cl (POCl3), [OH-].[Na+] (NaOH). Run at temperature 100 celsius. Product: ClC1=C(C(=NC2=NC=CC=C12)C)C(=O)OCC (Ethyl 4-chloro-2-methyl-1,8-naphthyridine-3-carboxylate). The yield is 95.0%. Reaction SMILES: [CH3:1][C:2]1[NH:3][C:4]2[C:9]([C:10](=O)[C:11]=1[C:12]([O:14][CH2:15][CH3:16])=[O:13])=[CH:8][CH:7]=[CH:6][N:5]=2.[OH-].[Na+].O=P(Cl)(Cl)[Cl:22]>>[Cl:22][C:10]1[C:9]2[C:4](=[N:5][CH:6]=[CH:7][CH:8]=2)[N:3]=[C:2]([CH3:1])[C:11]=1[C:12]([O:14][CH2:15][CH3:16])=[O:13] |f:1.2|. Procedure: Ethyl 2-methyl-4-oxo-1,4-dihydro-1,8-naphthyridine-3-carboxylate (5.18 mg, 2.23 mmol) was dissolved in POCl3. The mixture was heated to 100° C. for 1.0 h. The mixture was allowed to cool and then it was carefully poured into ice-water (250 ml). The mixture was neutralized with solid NaOH. The product was extracted with EtOAc. The combined organic extracts were dried (MgSO4), filtered and concentrated. Purification was done by flash chromatography (CH2Cl2/MeOH 97:3→96:4) giving 531 mg (95%) of th... Starting materials: COC(C1=C(C(=CC=C1[N+](=O)[O-])OC)CBr)=O (2-Bromomethyl-3-methoxy-6-nitro-benzoic acid methyl ester), solution, CN (methylamine). The solvent is C1CCOC1 (THF), C1CCOC1 (THF). Conditions: time 4 hour. The product is COC1=C2CN(C(C2=C(C=C1)[N+](=O)[O-])=O)C (4-Methoxy-2-methyl-7-nitro-2,3-dihydro-isoindol-1-one). As a reaction SMILES: C[O:2][C:3](=O)[C:4]1[C:9]([N+:10]([O-:12])=[O:11])=[CH:8][CH:7]=[C:6]([O:13][CH3:14])[C:5]=1[CH2:15]Br.[CH3:18][NH2:19]>C1COCC1>[CH3:14][O:13][C:6]1[CH:7]=[CH:8][C:9]([N+:10]([O-:12])=[O:11])=[C:4]2[C:5]=1[CH2:15][N:19]([CH3:18])[C:3]2=[O:2]. Reported procedure: At room temperature, a solution of 2-Bromomethyl-3-methoxy-6-nitro-benzoic acid methyl ester (crude 7.0 g, 18.2 mmol) in 46 mL of THF is treated with 2M solution of methylamine in THF (27.3 mL, 54.6 mmol), and the mixture is stirred for 4 hours at the room temperature. The reaction mixture is quenched with a saturated ammonium chloride solution and partitioned between ethyl acetate. The organic layer is washed with brine and then dried over Na2SO4 following concentrated to give 4-Methoxy-2-methy... Reactants: Cc1[nH]cc(C(O)C(F)(F)F)c(=O)c1OCc1ccccc1, CO, [H][H]. Yields the product Cc1[nH]cc(C(O)C(F)(F)F)c(=O)c1O. RXN SMILES: [CH2:1]([c:2]1[cH:3][cH:4][cH:5][cH:6][cH:7]1)[O:8][c:9]1[c:10]([CH3:22])[nH:11][cH:12][c:13]([CH:16]([C:17]([F:18])([F:19])[F:20])[OH:21])[c:14]1=[O:15].[CH3:23][OH:24].[H:25][H:26]>>[OH:8][c:9]1[c:10]([CH3:22])[nH:11][cH:12][c:13]([CH:16]([C:17]([F:18])([F:19])[F:20])[OH:21])[c:14]1=[O:15]. Reactants: ClC(=C)CC(C)(O)C1=CC=CC=C1 (2-chloro-4-phenyl-1-penten-4-ol), [OH-].[Na+] (sodium hydroxide). Reagents/catalysts: [Br-].C(CCC)[N+](CCCC)(CCCC)CCCC (tetra-n-butylammonium bromide). Run in C1(=CC=CC=C1)C (toluene). The product is C1(=CC=CC=C1)C(CC#C)(C)O (4-phenyl-1-pentyn-4-ol). As a reaction SMILES: Cl[C:2]([CH2:4][C:5]([C:8]1[CH:13]=[CH:12][CH:11]=[CH:10][CH:9]=1)([OH:7])[CH3:6])=[CH2:3].[OH-].[Na+]>C1(C)C=CC=CC=1.[Br-].C([N+](CCCC)(CCCC)CCCC)CCC>[C:8]1([C:5]([OH:7])([CH3:6])[CH2:4][C:2]#[CH:3])[CH:13]=[CH:12][CH:11]=[CH:10][CH:9]=1 |f:1.2,4.5|. Procedure details: 20.00 Grams of the 2-chloro-4-phenyl-1-penten-4-ol were dissolved in 50 g of toluene, and 30.5 g of a 40% sodium hydroxide aqueous solution and 65.57 g of tetra-n-butylammonium bromide were added. The mixture was allowed to react at 50° C. for 30 hours, and then was subjected to separation. The organic phase was washed with water, and the toluene was distilled off under reduced pressure. The resultant oily substance was purified by silica gel column chromatography to give 11.37 g of 4-phenyl-1-p... Reactants: O=C1CCCC2CCCCC12, CNCC(=O)O, CC(=O)[O-], CO, Cl, [H][H], [K+], c1ccsc1. Product: CN(CC(=O)O)C1CCCC2CCCCC21. Reaction SMILES: [C:1]1(=[O:11])[CH2:2][CH2:3][CH2:4][CH:5]2[CH2:6][CH2:7][CH2:8][CH2:9][CH:10]12.[CH3:13][NH:14][CH2:15][C:16](=[O:17])[OH:18].[CH3:25][C:26](=[O:27])[O-:28].[CH3:31][OH:32].[ClH:12].[H:29][H:30].[K+:24].[cH:19]1[cH:20][s:21][cH:22][cH:23]1>>[CH:1]1([N:14]([CH3:13])[CH2:15][C:16](=[O:17])[OH:18])[CH2:2][CH2:3][CH2:4][CH:5]2[CH2:6][CH2:7][CH2:8][CH2:9][CH:10]12.